Dataset: the Open Reaction Database (ORD), a public repository of structured organic reaction records. Task: describe an organic reaction: reactants, conditions, products, and yield Reactants: NC1=C(C=CC=C1C)CC(=O)NC(C)C (2-amino-3-methyl-N-(1-methylethyl)-benzeneacetamide), NC1=C(C=CC=C1C)CC(=O)NC(C)C (2-amino-3-methyl-N-(1-methylethyl)benzeneacetamide), C(C)(C)N(C(C)C)CC (N,N-diisopropyl-ethylamine), ClC=1C(=NC=CC1)N1N=C(C=C1C(=O)O)C(F)(F)F (1-(3-chloro-2-pyridinyl)-3-(trifluoromethyl)-1H-pyrazole-5-carboxylic acid), C(C(=O)Cl)(=O)Cl (oxalyl chloride). Reagents/catalysts: CN(C1=CC=NC=C1)C (4-(dimethylamino)pyridine), CN(C=O)C (N,N-dimethylformamide). Solvent: O1CCCC1 (tetrahydrofuran), ClCCl (dichloromethane), ClCCl (Dichloromethane). Run at time 15 minute. Product: ClC=1C(=NC=CC1)N1N=C(C=C1C(=O)NC1=C(C=CC=C1CC(=O)NC(C)C)C)C(F)(F)F (1-(3-chloro-2-pyridinyl)-N-[2-methyl-6-[2-[(1-methylethyl)amino]-2-oxoethyl]phenyl]-3-(trifluoromethyl)-1H-pyrazole-5-carboxamide). RXN SMILES: [Cl:1][C:2]1[C:3]([N:8]2[C:12]([C:13]([OH:15])=O)=[CH:11][C:10]([C:16]([F:19])([F:18])[F:17])=[N:9]2)=[N:4][CH:5]=[CH:6][CH:7]=1.C(Cl)(=O)C(Cl)=O.[NH2:26][C:27]1[C:32]([CH3:33])=[CH:31][CH:30]=[CH:29][C:28]=1[CH2:34][C:35]([NH:37][CH:38]([CH3:40])[CH3:39])=[O:36].C(N(CC)C(C)C)(C)C>ClCCl.CN(C)C=O.CN(C)C1C=CN=CC=1.O1CCCC1>[Cl:1][C:2]1[C:3]([N:8]2[C:12]([C:13]([NH:26][C:27]3[C:28]([CH2:34][C:35]([NH:37][CH:38]([CH3:39])[CH3:40])=[O:36])=[CH:29][CH:30]=[CH:31][C:32]=3[CH3:33])=[O:15])=[CH:11][C:10]([C:16]([F:19])([F:18])[F:17])=[N:9]2)=[N:4][CH:5]=[CH:6][CH:7]=1. Procedure: To a slurry of 1-(3-chloro-2-pyridinyl)-3-(trifluoromethyl)-1H-pyrazole-5-carboxylic acid (for preparation see WO 02/48115, 0.19 g, 0.66 mmol) in 10 mL of dichloromethane was added oxalyl chloride (0.087 mL, 1.0 mmol) and two drops of N,N-dimethylformamide. The reaction mixture was stirred for 15 minutes, resulting in a solution. The volatiles were removed with a rotary evaporator. The residue was dissolved in 10 mL of tetrahydrofuran, and the solution was added dropwise at 0° C. to 2-amino-3-me... The reactants are ClC=1C=C(C(=O)O)C=CC1OC (3-chloro-4-methoxybenzoic acid), O1CCCC1 (tetrahydrofuran), C(C(=O)Cl)(=O)Cl (oxalyl chloride). The solvent is C(Cl)(Cl)Cl (chloroform). Conditions: time 3.5 hour. Yields the product ClC=1C=C(C(=O)Cl)C=CC1OC (3-chloro-4-methoxybenzoyl chloride). RXN SMILES: [Cl:1][C:2]1[CH:3]=[C:4]([CH:8]=[CH:9][C:10]=1[O:11][CH3:12])[C:5](O)=[O:6].O1CCCC1.C(Cl)(=O)C([Cl:21])=O>C(Cl)(Cl)Cl>[Cl:1][C:2]1[CH:3]=[C:4]([CH:8]=[CH:9][C:10]=1[O:11][CH3:12])[C:5]([Cl:21])=[O:6]. Procedure: A stirred solution of 0.22 gram (0.0012 mole) of 3-chloro-4-methoxybenzoic acid in a small amount of tetrahydrofuran and chloroform was cooled to 0° C., and 0.12 mL (0.0014 mole) of oxalyl chloride was added dropwise. Upon completion of addition, the reaction mixture was allowed to warm to ambient temperature, where it was stirred for about 3.5 hours. After this time the reaction mixture was concentrated under reduced pressure, yielding 3-chloro-4-methoxybenzoyl chloride, which was dissolved in ...